Dataset: the Open Reaction Database (ORD), a public repository of structured organic reaction records. Task: describe an organic reaction: reactants, conditions, products, and yield Starting materials: CC(=O)O, COCCOC, CCO, COC(=O)c1ccc(-c2cc(OC)ccc2F)c([N+](=O)[O-])c1, O, Cl[Sn]Cl. Yields the product COC(=O)c1ccc(-c2cc(OC)ccc2F)c(N)c1. Reaction SMILES: [CH3:23][C:24](=[O:25])[OH:26].[CH3:27][O:28][CH2:29][CH2:30][O:31][CH3:32].[CH3:37][CH2:38][OH:39].[F:1][c:2]1[c:3](-[c:10]2[c:11]([N+:20]([O-:21])=[O:22])[cH:12][c:13]([C:16](=[O:17])[O:18][CH3:19])[cH:14][cH:15]2)[cH:4][c:5]([O:8][CH3:9])[cH:6][cH:7]1.[OH2:36].[Sn:33]([Cl:34])[Cl:35]>>[F:1][c:2]1[c:3](-[c:10]2[c:11]([NH2:20])[cH:12][c:13]([C:16](=[O:17])[O:18][CH3:19])[cH:14][cH:15]2)[cH:4][c:5]([O:8][CH3:9])[cH:6][cH:7]1. Starting materials: NC1=C(C=CC(=C1)C(C)N1C=NC=C1)NC(C)=O (N-[2-amino-4-[1-(1H-imidazol-1-yl)ethyl]phenyl]acetamide), Cl (hydrochloric acid). The solvent is C(C)(=O)O (acetic acid). Product: Cl.Cl.N1(C=NC=C1)C(C)C1=CC2=C(NC(=N2)C)C=C1 (5-[1-(1H-imidazol-1-yl)ethyl]-2-methyl-1H-benzimidazole dihydrochloride). The yield is 90.2%. Reaction SMILES: [NH2:1][C:2]1[CH:7]=[C:6]([CH:8]([N:10]2[CH:14]=[CH:13][N:12]=[CH:11]2)[CH3:9])[CH:5]=[CH:4][C:3]=1[NH:15][C:16](=O)[CH3:17].[ClH:19]>C(O)(=O)C>[ClH:19].[ClH:19].[N:10]1([CH:8]([C:6]2[CH:5]=[CH:4][C:3]3[NH:15][C:16]([CH3:17])=[N:1][C:2]=3[CH:7]=2)[CH3:9])[CH:14]=[CH:13][N:12]=[CH:11]1 |f:3.4.5|. Procedure details: A mixture of 7.4 parts of N-[2-amino-4-[1-(1H-imidazol-1-yl)ethyl]phenyl]acetamide, 10 parts of acetic acid and 100 parts of a hydrochloric acid solution 4N was stirred and refluxed for 3.5 hours. The reaction mixture was evaporated. The residue was dissolved in 20 parts of 2-propanol. The product was crystallized at room temperature. The product was filtered off and dried, yielding 8.1 parts (90.2%) of 5-[1-(1H-imidazol-1-yl)ethyl]-2-methyl-1H-benzimidazole dihydrochloride; mp. 236.2° C. (compo...